Dataset: the Open Reaction Database (ORD), a public repository of structured organic reaction records. Task: describe an organic reaction: reactants, conditions, products, and yield The reactants are COC(=O)C1=C(O)c2ccc3ccccc3c2S(=O)(=O)N1C, Nc1ccc(F)cc1, Cc1ccccc1C. The product is CN1C(C(=O)Nc2ccc(F)cc2)=C(O)c2ccc3ccccc3c2S1(=O)=O. RXN SMILES: [CH3:1][O:2][C:3](=[O:4])[C:5]1=[C:10]([OH:11])[c:9]2[c:8]([c:19]3[c:14]([cH:13][cH:12]2)[cH:15][cH:16][cH:17][cH:18]3)[S:7](=[O:20])(=[O:21])[N:6]1[CH3:22].[NH2:23][c:24]1[cH:25][cH:26][c:27]([F:28])[cH:29][cH:30]1.[c:31]1([CH3:32])[c:33]([CH3:34])[cH:35][cH:36][cH:37][cH:38]1>>[C:3](=[O:4])([C:5]1=[C:10]([OH:11])[c:9]2[c:8]([c:19]3[c:14]([cH:13][cH:12]2)[cH:15][cH:16][cH:17][cH:18]3)[S:7](=[O:20])(=[O:21])[N:6]1[CH3:22])[NH:23][c:24]1[cH:25][cH:26][c:27]([F:28])[cH:29][cH:30]1.